Dataset: the Open Reaction Database (ORD), a public repository of structured organic reaction records. Task: describe an organic reaction: reactants, conditions, products, and yield The reactants are C(C)(=O)NCCNC(SC)=S (methyl N-(2-acetamidoethyl)-dithiocarbamate), O.NN (hydrazine hydrate). Run in C(C)O (ethanol). Run at temperature 4 celsius. The product is C(C)(=O)NCCNC(NN)=S (4-(2-Acetamidoethyl)-thiosemicarbazide). Reaction SMILES: [C:1]([NH:4][CH2:5][CH2:6][NH:7][C:8](=[S:11])SC)(=[O:3])[CH3:2].O.[NH2:13][NH2:14]>C(O)C>[C:1]([NH:4][CH2:5][CH2:6][NH:7][C:8](=[S:11])[NH:13][NH2:14])(=[O:3])[CH3:2] |f:1.2|. Reported procedure: A solution of methyl N-(2-acetamidoethyl)-dithiocarbamate (57.7 g) and hydrazine hydrate (14.6 cc) in absolute ethanol (300 cc) is heated under reflux for 2 hours. The mixture is then cooled to 4° C. and is filtered, and the insoluble matter is dried at 30° C. under 0.05 mm Hg. 4-(2-Acetamidoethyl)-thiosemicarbazide (39.5 g) is obtained in the form of white crystals (instantaneous m.p. [Kofler]=171° C.). The reactants are OCCCC(O)c1ccc(F)cc1Br, ClCCCl, Cl[Pt]Cl. Product: Fc1ccc(C2CCCO2)c(Br)c1. RXN SMILES: [Br:1][c:2]1[c:3]([CH:9]([CH2:10][CH2:11][CH2:12][OH:13])[OH:14])[cH:4][cH:5][c:6]([F:8])[cH:7]1.[Cl:15][CH2:16][CH2:17][Cl:18].[Pt:19]([Cl:20])[Cl:21]>>[Br:1][c:2]1[c:3]([CH:9]2[CH2:10][CH2:11][CH2:12][O:14]2)[cH:4][cH:5][c:6]([F:8])[cH:7]1. Reactants: [OH-].[Na+] (sodium hydroxide), COC1=C(C=C(C=C1)CC(C(=O)OC)OCCC)C(=O)NCC1=CC=C(C=C1)C(F)(F)F (methyl 3-[4-methoxy-3-({[4-(trifluoromethyl)benzyl]amino}carbonyl)phenyl]-2propoxypropanoate), Cl (hydrochloric acid). The solvent is CO (methanol). Conditions: time 4 hour. Yields the product COC1=C(C=C(C=C1)CC(C(=O)O)OCCC)C(=O)NCC1=CC=C(C=C1)C(F)(F)F (3-[4-methoxy-3-({[4-(trifluoromethyl)benzyl]amino}carbonyl)phenyl]-2-propoxypropanoic acid). Isolated yield 86.0%. RXN SMILES: [CH3:1][O:2][C:3]1[CH:8]=[CH:7][C:6]([CH2:9][CH:10]([O:15][CH2:16][CH2:17][CH3:18])[C:11]([O:13]C)=[O:12])=[CH:5][C:4]=1[C:19]([NH:21][CH2:22][C:23]1[CH:28]=[CH:27][C:26]([C:29]([F:32])([F:31])[F:30])=[CH:25][CH:24]=1)=[O:20].[OH-].[Na+].Cl>CO>[CH3:1][O:2][C:3]1[CH:8]=[CH:7][C:6]([CH2:9][CH:10]([O:15][CH2:16][CH2:17][CH3:18])[C:11]([OH:13])=[O:12])=[CH:5][C:4]=1[C:19]([NH:21][CH2:22][C:23]1[CH:24]=[CH:25][C:26]([C:29]([F:30])([F:32])[F:31])=[CH:27][CH:28]=1)=[O:20] |f:1.2|. Procedure details: 0.18 g of methyl 3-[4-methoxy-3-({[4-(trifluoromethyl)benzyl]amino}carbonyl)phenyl]-2propoxypropanoate was dissolved in 2 ml methanol, and 2 ml of 1 N sodium hydroxide was added, and the mixture was stirred at room temperature for 4 hours. The reaction mixture was ice-cooled, neutralized with 1N hydrochloric acid, and then extracted with ethyl acetate. The organic layer was washed with brine, dried over anhydrous sodium sulfate and the solvent was evaporated, to give 0.15 g of 3-[4-methoxy-3-({[... Starting materials: COc1cc2c(Oc3cccc(NC(=O)Nc4cc(C(C)(C)C)on4)c3)ncnc2cc1OC1CCNCC1, CCN(C(C)C)C(C)C, ClCCl, O=S(=O)(OCC(F)(F)F)C(F)(F)F. The product is COc1cc2c(Oc3cccc(NC(=O)Nc4cc(C(C)(C)C)on4)c3)ncnc2cc1OC1CCN(CC(F)(F)F)CC1. As a reaction SMILES: [C:1]([CH3:2])([CH3:3])([CH3:4])[c:5]1[cH:6][c:7]([NH:10][C:11](=[O:12])[NH:13][c:14]2[cH:15][c:16]([O:20][c:21]3[n:22][cH:23][n:24][c:25]4[cH:26][c:27]([O:33][CH:34]5[CH2:35][CH2:36][NH:37][CH2:38][CH2:39]5)[c:28]([O:31][CH3:32])[cH:29][c:30]34)[cH:17][cH:18][cH:19]2)[n:8][o:9]1.[CH:53]([N:54]([CH2:55][CH3:56])[CH:57]([CH3:58])[CH3:59])([CH3:60])[CH3:61].[Cl:62][CH2:63][Cl:64].[F:40][C:41]([F:42])([F:43])[S:44]([O:45][CH2:46][C:47]([F:48])([F:49])[F:50])(=[O:51])=[O:52]>>[C:1]([CH3:2])([CH3:3])([CH3:4])[c:5]1[cH:6][c:7]([NH:10][C:11](=[O:12])[NH:13][c:14]2[cH:15][c:16]([O:20][c:21]3[n:22][cH:23][n:24][c:25]4[cH:26][c:27]([O:33][CH:34]5[CH2:35][CH2:36][N:37]([CH2:46][C:47]([F:48])([F:49])[F:50])[CH2:38][CH2:39]5)[c:28]([O:31][CH3:32])[cH:29][c:30]34)[cH:17][cH:18][cH:19]2)[n:8][o:9]1. Starting materials: CC(CO)C1OC(=O)NC1COCc1ccccc1, CO, [H][H]. The product is CC(CO)C1OC(=O)NC1CO. RXN SMILES: [CH2:1]([c:2]1[cH:3][cH:4][cH:5][cH:6][cH:7]1)[O:8][CH2:9][CH:10]1[NH:11][C:12](=[O:19])[O:13][CH:14]1[CH:15]([CH2:16][OH:17])[CH3:18].[CH3:22][OH:23].[H:20][H:21]>>[OH:8][CH2:9][CH:10]1[NH:11][C:12](=[O:19])[O:13][CH:14]1[CH:15]([CH2:16][OH:17])[CH3:18]. Starting materials: FC1=CC=C(C=C1)C(N1CCN(CC1)CC(CO)O)C1=CC=C(C=C1)F (3-[4-[bis(4-fluorophenyl) methyl]-1-piperazinyl]-1,2-propanediol), ClC1=C2C(=NC=N1)N(N=C2)C2OCCCC2 (4-chloro-1-(tetrahydropyran-2-yl)-pyrazolo[3,4-d]pyrimidine), [OH-].[K+] (KOH), C1COCCOCCOCCOCCOCCO1 (18-crown-6). Run in C1(=CC=CC=C1)C (toluene), C1(=CC=CC=C1)C (toluene). Reaction conditions: time 3 hour. The product is FC1=CC=C(C=C1)C(N1CCN(CC1)CC(COC1=C2C(=NC=N1)N(N=C2)C2OCCCC2)O)C2=CC=C(C=C2)F (4-[3-[4-[Bis(4-fluorophenyl)methyl]-piperazin-1-yl]-2-hydroxy-propoxy]-1-(tetrahydropyran-2-yl)pyrazolo[3,4-d]pyrimidine), product. Isolated yield 41.0%. Reaction SMILES: [F:1][C:2]1[CH:7]=[CH:6][C:5]([CH:8]([C:20]2[CH:25]=[CH:24][C:23]([F:26])=[CH:22][CH:21]=2)[N:9]2[CH2:14][CH2:13][N:12]([CH2:15][CH:16]([OH:19])[CH2:17][OH:18])[CH2:11][CH2:10]2)=[CH:4][CH:3]=1.Cl[C:28]1[N:33]=[CH:32][N:31]=[C:30]2[N:34]([CH:37]3[CH2:42][CH2:41][CH2:40][CH2:39][O:38]3)[N:35]=[CH:36][C:29]=12.[OH-].[K+].C1OCCOCCOCCOCCOCCOC1>C1(C)C=CC=CC=1>[F:1][C:2]1[CH:7]=[CH:6][C:5]([CH:8]([C:20]2[CH:21]=[CH:22][C:23]([F:26])=[CH:24][CH:25]=2)[N:9]2[CH2:14][CH2:13][N:12]([CH2:15][CH:16]([OH:19])[CH2:17][O:18][C:28]3[N:33]=[CH:32][N:31]=[C:30]4[N:34]([CH:37]5[CH2:42][CH2:41][CH2:40][CH2:39][O:38]5)[N:35]=[CH:36][C:29]=34)[CH2:11][CH2:10]2)=[CH:4][CH:3]=1 |f:2.3|. Procedure: A toluene solution (30 mL) of 3-[4-[bis(4-fluorophenyl) methyl]-1-piperazinyl]-1,2-propanediol (3.98 g, 11 mmol) was added dropwise to a stirred mixture of 4-chloro-1-(tetrahydropyran-2-yl)-pyrazolo[3,4-d]pyrimidine (2.387 g, 10 mmol), powdered KOH (0.485 g, 8.51 mmol), 18-crown-6 (3, 90.2 mg, 0.34 mmol) in toluene (70 mL) over a 20 min period. The mixture was stirred at room temperature for 3 h and washed with water (3×70 mL). The organic layer was dried (Na2SO4), filtered and evaporated to dry... Starting materials: COc1ccc(CCc2ccc(N)cc2)cc1OC, O=C1Oc2ccccc2C1=O, C1CCOC1. Product: COc1ccc(CCc2ccc(NC(=O)C(=O)c3ccccc3O)cc2)cc1OC. As a reaction SMILES: [NH2:12][c:13]1[cH:14][cH:15][c:16]([CH2:19][CH2:20][c:21]2[cH:22][c:23]([O:29][CH3:30])[c:24]([O:27][CH3:28])[cH:25][cH:26]2)[cH:17][cH:18]1.[O:1]1[C:2](=[O:11])[C:3](=[O:10])[c:4]2[c:5]1[cH:6][cH:7][cH:8][cH:9]2.[O:31]1[CH2:32][CH2:33][CH2:34][CH2:35]1>>[OH:1][c:5]1[c:4]([C:3]([C:2](=[O:11])[NH:12][c:13]2[cH:14][cH:15][c:16]([CH2:19][CH2:20][c:21]3[cH:22][c:23]([O:29][CH3:30])[c:24]([O:27][CH3:28])[cH:25][cH:26]3)[cH:17][cH:18]2)=[O:10])[cH:9][cH:8][cH:7][cH:6]1.